Task: describe an organic reaction: reactants, conditions, products, and yield. Dataset: the Open Reaction Database (ORD), a public repository of structured organic reaction records The reactants are CCc1c(S(=O)(=O)c2ccc(OC)nn2)oc2ccc(Cl)cc12, Cl, C1COCCO1. Yields the product CCc1c(S(=O)(=O)c2ccc(=O)[nH]n2)oc2ccc(Cl)cc12. Reaction SMILES: [CH3:1][O:2][c:3]1[n:4][n:5][c:6]([S:9](=[O:10])(=[O:11])[c:12]2[o:13][c:14]3[c:15]([c:16]2[CH2:17][CH3:18])[cH:19][c:20]([Cl:23])[cH:21][cH:22]3)[cH:7][cH:8]1.[ClH:24].[O:25]1[CH2:26][CH2:27][O:28][CH2:29][CH2:30]1>>[O:2]=[c:3]1[nH:4][n:5][c:6]([S:9](=[O:10])(=[O:11])[c:12]2[o:13][c:14]3[c:15]([c:16]2[CH2:17][CH3:18])[cH:19][c:20]([Cl:23])[cH:21][cH:22]3)[cH:7][cH:8]1. Reactants: C(O)([O-])=O.[Na+] (sodium hydrogen carbonate), C(O)C(CC)(CO)CO (trimethylolpropane), SC(CC(=O)O)C (3-mercaptobutanoic acid), O.C1(=CC=C(C=C1)S(=O)(=O)O)C (p-toluenesulfonic acid monohydrate). Solvent: C1(=CC=CC=C1)C (toluene). Run at temperature 145 celsius. Yields the product SC(CC(=O)O)C.SC(CC(=O)O)C.SC(CC(=O)O)C.C(O)C(CC)(CO)CO (Trimethylolpropane tris(3-mercaptobutyrate)). As a reaction SMILES: [CH2:1]([C:3]([CH2:8][OH:9])([CH2:6][OH:7])[CH2:4][CH3:5])[OH:2].[SH:10][CH:11]([CH3:16])[CH2:12][C:13]([OH:15])=[O:14].O.C1(C)C=CC(S(O)(=O)=O)=CC=1.C(=O)([O-])O.[Na+]>C1(C)C=CC=CC=1>[SH:10][CH:11]([CH3:16])[CH2:12][C:13]([OH:15])=[O:14].[SH:10][CH:11]([CH3:16])[CH2:12][C:13]([OH:15])=[O:14].[SH:10][CH:11]([CH3:16])[CH2:12][C:13]([OH:15])=[O:14].[CH2:1]([C:3]([CH2:8][OH:9])([CH2:6][OH:7])[CH2:4][CH3:5])[OH:2] |f:2.3,4.5,7.8.9.10|. Reported procedure: In a 100-ml eggplant-shaped flask were charged 2.68 g (20 mmol) of trimethylolpropane (manufactured by Tokyo Kasei Kogyo Co., Ltd.), 7.57 g (63 mmol) of 3-mercaptobutanoic acid, 0.23 g (1.2 mmol) of p-toluenesulfonic acid monohydrate, and 20 g of toluene, and a Dean-Stark apparatus and a condenser tube were equipped thereto. While the contents being stirred, they were heated at an oil bath temperature of 145° C. After 3 hours from the start of the reaction, the reaction mixture was left to cool ... The reactants are Cc1ccc(CN)cc1, COC(=O)c1c(I)cccc1CBr, CCOC(C)=O, Cc1ccccc1, CCCCCC, [K+], [K+], O=C([O-])[O-]. The product is Cc1ccc(CN2Cc3cccc(I)c3C2=O)cc1. As a reaction SMILES: [CH3:14][c:15]1[cH:16][cH:17][c:18]([CH2:19][NH2:20])[cH:21][cH:22]1.[CH3:1][O:2][C:3]([c:4]1[c:5]([CH2:11][Br:12])[cH:6][cH:7][cH:8][c:9]1[I:10])=[O:13].[CH3:29][CH2:30][O:31][C:32](=[O:33])[CH3:34].[CH3:35][c:36]1[cH:37][cH:38][cH:39][cH:40][cH:41]1.[CH3:42][CH2:43][CH2:44][CH2:45][CH2:46][CH3:47].[K+:23].[K+:24].[O-:25][C:26]([O-:27])=[O:28]>>[C:3]1(=[O:13])[c:4]2[c:5]([cH:6][cH:7][cH:8][c:9]2[I:10])[CH2:11][N:20]1[CH2:19][c:18]1[cH:17][cH:16][c:15]([CH3:14])[cH:22][cH:21]1. Reactants: C(C(=C)C)(=O)OC(CC1=CC=CC=C1)OCC=C (Allyloxyphenethyl methacrylate), C(C=C)OC1=CC=C(C=C1)CCO (2-(4-allyloxyphenyl)ethyl alcohol), alcohol, C(C=C)Br (allyl bromide). The product is C(C(=C)C)(=O)OCCC1=CC=C(C=C1)OCC=C (4-Allyloxyphenethyl methacrylate). Reaction SMILES: [C:1]([O:6][CH:7](OCC=C)[CH2:8][C:9]1[CH:14]=[CH:13][CH:12]=[CH:11][CH:10]=1)(=[O:5])[C:2]([CH3:4])=[CH2:3].[CH2:19]([O:22]C1C=CC(CCO)=CC=1)[CH:20]=[CH2:21].C(Br)C=C>>[C:1]([O:6][CH2:7][CH2:8][C:9]1[CH:10]=[CH:11][C:12]([O:22][CH2:19][CH:20]=[CH2:21])=[CH:13][CH:14]=1)(=[O:5])[C:2]([CH3:4])=[CH2:3]. Reported procedure: Allyloxyphenethyl methacrylate, 82% purity, was prepared in the manner of Example 3 from 2-(4-allyloxyphenyl)ethyl alcohol. The starting 2-(4-allyloxyphenyl)ethyl alcohol was prepared by alkylation of the corresponding phenolic alcohol with allyl bromide. The reactants are C(C)P(=O)(CCC(=O)O)OCCCC (3-(ethylbutoxyphosphinyl)propionic acid), [O-]CCCC.[O-]CCCC.[O-]CCCC.[O-]CCCC.[Ti+4] (titanium tetrabutoxide). Solvent: C1(=CC=CC=C1)C (toluene). Yields the product [Ti+4].C(C)P(=O)(CCC(=O)[O-])OCCCC.C(C)P(=O)(OCCCC)CCC(=O)[O-].C(C)P(=O)(OCCCC)CCC(=O)[O-].C(C)P(=O)(OCCCC)CCC(=O)[O-] (3-(ethylbutoxyphosphinyl)propionic acid titanium salt). Isolated yield 97.4%. Reaction SMILES: [CH2:1]([P:3]([O:10][CH2:11][CH2:12][CH2:13][CH3:14])([CH2:5][CH2:6][C:7]([OH:9])=[O:8])=[O:4])[CH3:2].[O-]CCCC.[O-]CCCC.[O-]CCCC.[O-]CCCC.[Ti+4:35]>C1(C)C=CC=CC=1>[Ti+4:35].[CH2:1]([P:3]([O:10][CH2:11][CH2:12][CH2:13][CH3:14])([CH2:5][CH2:6][C:7]([O-:9])=[O:8])=[O:4])[CH3:2].[CH2:1]([P:3]([CH2:5][CH2:6][C:7]([O-:9])=[O:8])([O:10][CH2:11][CH2:12][CH2:13][CH3:14])=[O:4])[CH3:2].[CH2:1]([P:3]([CH2:5][CH2:6][C:7]([O-:9])=[O:8])([O:10][CH2:11][CH2:12][CH2:13][CH3:14])=[O:4])[CH3:2].[CH2:1]([P:3]([CH2:5][CH2:6][C:7]([O-:9])=[O:8])([O:10][CH2:11][CH2:12][CH2:13][CH3:14])=[O:4])[CH3:2] |f:1.2.3.4.5,7.8.9.10.11|. Reported procedure: 222 g (1 mol) of 3-(ethylbutoxyphosphinyl)propionic acid (produced as in Example 13) and 85 g of titanium tetrabutoxide are refluxed in 500 ml of toluene for 40 hours. The resulting butanol is distilled off from time to time with proportions of toluene. The solution formed is subsequently freed of solvent to leave 227 g of 3-(ethylbutoxyphosphinyl)propionic acid titanium salt. Starting materials: O=C([O-])[O-], CCOC(C)=O, [Cs+], [Cs+], [I-], [Na+], CN(C)C=O, O=C(c1ccc(O)cc1)c1ccc(O)cc1, OCCCl. Yields the product O=C(c1ccc(O)cc1)c1ccc(OCCO)cc1. As a reaction SMILES: [C:17](=[O:18])([O-:19])[O-:20].[CH3:34][CH2:35][O:36][C:37]([CH3:38])=[O:39].[Cs+:21].[Cs+:22].[I-:23].[Na+:24].[O:29]=[CH:30][N:31]([CH3:32])[CH3:33].[OH:1][c:2]1[cH:3][cH:4][c:5]([C:6](=[O:7])[c:8]2[cH:9][cH:10][c:11]([OH:14])[cH:12][cH:13]2)[cH:15][cH:16]1.[OH:25][CH2:26][CH2:27][Cl:28]>>[O:1]([c:2]1[cH:3][cH:4][c:5]([C:6](=[O:7])[c:8]2[cH:9][cH:10][c:11]([OH:14])[cH:12][cH:13]2)[cH:15][cH:16]1)[CH2:27][CH2:26][OH:25]. Reported procedure: In analogy to the procedure described for the preparation of intermediates A-12 [B], thiomorpholine 1,1-dioxide was reacted with 3-bromo-5-chloromethyl-pyridine (intermediate A-12 [A]) in the presence of NaH to give the title compound as a white solid. MS: 304.9, 307.0 (M+H+). As a reaction SMILES: [NH:1]1[CH2:6][CH2:5][S:4](=[O:8])(=[O:7])[CH2:3][CH2:2]1.[Br:9][C:10]1[CH:11]=[N:12][CH:13]=[C:14]([CH2:16]Cl)[CH:15]=1.[H-].[Na+]>>[Br:9][C:10]1[CH:15]=[C:14]([CH2:16][N:1]2[CH2:6][CH2:5][S:4](=[O:8])(=[O:7])[CH2:3][CH2:2]2)[CH:13]=[N:12][CH:11]=1 |f:2.3|. The product is BrC=1C=C(C=NC1)CN1CCS(CC1)(=O)=O (4-(5-Bromo-pyridin-3-ylmethyl)-thiomorpholine 1,1-dioxide). Reactants: N1CCS(CC1)(=O)=O (thiomorpholine 1,1-dioxide), BrC=1C=NC=C(C1)CCl (3-bromo-5-chloromethyl-pyridine), [H-].[Na+] (NaH). Starting materials: C(C)(C)(C)C1=NC=C(C=N1)C=O (2-tert-butylpyrimidine-5-carboxaldehyde), NC1=C(C=CC=C1)N (1,2-diaminobenzene), OOS(=O)[O-].[K+] (oxone), aldehyde, C([O-])([O-])=O.[K+].[K+] (potassium carbonate). Solvent: CN(C)C=O (DMF), O (water), O (water). Conditions: time 15 minute. Yields the product C(C)(C)(C)C1=NC=C(C=N1)C=1NC2=C(N1)C=CC=C2 (2-(2-tert-Butylpyrimidin-5-yl)benzimidazole). RXN SMILES: OOS([O-])=O.[K+].[C:7]([C:11]1[N:16]=[CH:15][C:14]([CH:17]=O)=[CH:13][N:12]=1)([CH3:10])([CH3:9])[CH3:8].[NH2:19][C:20]1[CH:25]=[CH:24][CH:23]=[CH:22][C:21]=1[NH2:26].C(=O)([O-])[O-].[K+].[K+]>CN(C=O)C.O>[C:7]([C:11]1[N:16]=[CH:15][C:14]([C:17]2[NH:19][C:20]3[CH:25]=[CH:24][CH:23]=[CH:22][C:21]=3[N:26]=2)=[CH:13][N:12]=1)([CH3:10])([CH3:9])[CH3:8] |f:0.1,4.5.6|. Procedure details: 16.9 g (55 mmol) of oxone [70693-62-8] are added in portions with stirring at 10° C. to a solution of 16.4 g (100 mmol) of 2-tert-butylpyrimidine-5-carboxaldehyde [104461-06-5] and 11.9 g (110 mmol) of 1,2-diaminobenzene in a mixture of 100 ml of DMF and 3 ml of water, and the mixture is subsequently stirred at room temperature until conversion of the aldehyde is complete (about 2 h). The reaction mixture is stirred into a solution of 40 g of potassium carbonate solution in 2000 ml of water, sti... Yield: 42.3%. The product is ClC=1C=CC(=C(C1)CC1=CC=CC(=N1)C(=O)NS(=O)(=O)C1=CC=CC=C1)OCC1=C(C=C(C=C1)Cl)F (6-[(5-chloro-2-{[(4-chloro-2-fluorophenyl)methyl]oxy}phenyl)-methyl]-N-(phenylsulphonyl)-2-pyridinecarboxamide). The solvent is ClCCl (dichloromethane), O1CCCC1 (tetrahydrofuran). Run at time 5 hour. Reactants: ClC=1C=CC(=C(C1)CC1=CC=CC(=N1)C(=O)O)OCC1=C(C=C(C=C1)Cl)F (6-[(5-chloro-2-{[(4-chloro-2-fluorophenyl)methyl]oxy}phenyl)-methyl]-2-pyridinecarboxylic acid), C1(=CC=CC=C1)S(=O)(=O)N (benzenesulphonamide), 4-dimethyl-aminopyridine, Cl.CN(CCCN=C=NCC)C (N-(3-dimethylaminopropyl)-N′-ethylcarbodiimide hydrochloride). Reported procedure: To a solution of 6-[(5-chloro-2-{[(4-chloro-2-fluorophenyl)methyl]oxy}phenyl)-methyl]-2-pyridinecarboxylic acid (81 mg) in dichloromethane (2 ml) and tetrahydrofuran (2 ml) was added benzenesulphonamide (50 mg), 4-dimethyl-aminopyridine (3.5 mg) and N-(3-dimethylaminopropyl)-N′-ethylcarbodiimide hydrochloride (61 mg) and the mixture stirred at ambient temperature for 5 hours. Solvent was removed in vacuo and water (5 ml) added. The mixture was extracted with ether (2×5 ml) and the combined extra... RXN SMILES: [Cl:1][C:2]1[CH:3]=[CH:4][C:5]([O:18][CH2:19][C:20]2[CH:25]=[CH:24][C:23]([Cl:26])=[CH:22][C:21]=2[F:27])=[C:6]([CH2:8][C:9]2[N:14]=[C:13]([C:15](O)=[O:16])[CH:12]=[CH:11][CH:10]=2)[CH:7]=1.[C:28]1([S:34]([NH2:37])(=[O:36])=[O:35])[CH:33]=[CH:32][CH:31]=[CH:30][CH:29]=1.Cl.CN(C)CCCN=C=NCC>ClCCl.O1CCCC1>[Cl:1][C:2]1[CH:3]=[CH:4][C:5]([O:18][CH2:19][C:20]2[CH:25]=[CH:24][C:23]([Cl:26])=[CH:22][C:21]=2[F:27])=[C:6]([CH2:8][C:9]2[N:14]=[C:13]([C:15]([NH:37][S:34]([C:28]3[CH:33]=[CH:32][CH:31]=[CH:30][CH:29]=3)(=[O:36])=[O:35])=[O:16])[CH:12]=[CH:11][CH:10]=2)[CH:7]=1 |f:2.3|.